From a dataset of the Open Reaction Database (ORD), a public repository of structured organic reaction records. describe an organic reaction: reactants, conditions, products, and yield Product: CCCc1c(OCc2ccc(Sc3cccc(C(=O)O)c3)nc2)ccc(C(C)=O)c1O. Reactants: CN(C)C=O, CCOC(C)=O, CCCc1c(OCc2ccc(Cl)nc2)ccc(C(C)=O)c1O, O=C(O)c1cccc(S)c1. Reaction SMILES: [CH3:33][N:34]([CH3:35])[CH:36]=[O:37].[CH3:38][CH2:39][O:40][C:41](=[O:42])[CH3:43].[Cl:11][c:12]1[cH:13][cH:14][c:15]([CH2:18][O:19][c:20]2[c:21]([CH2:30][CH2:31][CH3:32])[c:22]([OH:29])[c:23]([C:26]([CH3:27])=[O:28])[cH:24][cH:25]2)[cH:16][n:17]1.[SH:1][c:2]1[cH:3][c:4]([C:5](=[O:6])[OH:7])[cH:8][cH:9][cH:10]1>>[S:1]([c:2]1[cH:3][c:4]([C:5](=[O:6])[OH:7])[cH:8][cH:9][cH:10]1)[c:12]1[cH:13][cH:14][c:15]([CH2:18][O:19][c:20]2[c:21]([CH2:30][CH2:31][CH3:32])[c:22]([OH:29])[c:23]([C:26]([CH3:27])=[O:28])[cH:24][cH:25]2)[cH:16][n:17]1. Reactants: C1CC(=O)N(C1=O)Br (NBS), C(C)(C)(C)OC(NC1=CSC=C1NC(=O)OC(C)(C)C)=O ((4-tert-Butoxycarbonylamino-thiophen-3-yl)-carbamic acid tert-butyl ester). The solvent is C(Cl)(Cl)(Cl)Cl (CCl4). Conditions: time 16 hour. The product is C(C)(C)(C)OC(NC1=C(SC=C1NC(=O)OC(C)(C)C)Br)=O ((2-Bromo-4-tert-butoxycarbonylamino-thiophen-3-yl)-carbamic acid tert-butyl ester). Isolated yield 71.1%. RXN SMILES: C1C(=O)N([Br:8])C(=O)C1.[C:9]([O:13][C:14](=[O:29])[NH:15][C:16]1[C:20]([NH:21][C:22]([O:24][C:25]([CH3:28])([CH3:27])[CH3:26])=[O:23])=[CH:19][S:18][CH:17]=1)([CH3:12])([CH3:11])[CH3:10]>C(Cl)(Cl)(Cl)Cl>[C:9]([O:13][C:14](=[O:29])[NH:15][C:16]1[C:20]([NH:21][C:22]([O:24][C:25]([CH3:28])([CH3:27])[CH3:26])=[O:23])=[CH:19][S:18][C:17]=1[Br:8])([CH3:12])([CH3:11])[CH3:10]. Procedure details: NBS (1.22 g, 6.87 mmol) was added to a solution of compound 57 (2.16 g, 6.87 mmol) in CCl4 (137 mL) at r.t. The mixture was stirred for 16 h. The solid material was filtered off and the filtrate was collected and washed with water. The organic layer was dried over MgSO4 and concentrated in vacuum. The residue was purified by flash chromatography with DCM as an eluent affording the title compound 58 (1.92 g, 71% yield). 1H NMR: (CDCl3) δ(ppm): 7.30 (bs, 1H), 6.00 (s, 1H), 1.45 (s, 9H), 1.43 (s, 9... Starting materials: sulfonic acid, FC(S(=O)(=O)O)(F)F (trifluoromethanesulfonic acid), N[C@@H](CCSC)C(=O)O (methionine), sulfide, CS(=O)(=O)O (methanesulfonic acid), COC1=CC=C(C=C1)C(C)=O (p-methoxyacetophenone). Product: OC1=CC=C(C=C1)C(C)=O (p-hydroxyacetophenone). Isolated yield 30.0%. As a reaction SMILES: CS(O)(=O)=O.FC(F)(F)S(O)(=O)=O.N[C@H](C(O)=O)CCSC.C[O:24][C:25]1[CH:30]=[CH:29][C:28]([C:31](=[O:33])[CH3:32])=[CH:27][CH:26]=1>>[OH:24][C:25]1[CH:30]=[CH:29][C:28]([C:31](=[O:33])[CH3:32])=[CH:27][CH:26]=1. Procedure: In this connection, the demethylation of compounds of relatively simple structure by means of a couple sulfonic acid/derivative of the sulfide type, for instance methanesulfonic acid or trifluoromethanesulfonic acid and methionine, is known. This method is reported in particular in J. C. S. Perkin I. pp. 2288-2289 (1977). The results obtained with this method are usually very varied (yield of demethylated compounds varies from 30 to 90%) and may be poor. This is the case for p-methoxyacetophenon... Reactants: OC(CCNC(OC(C)(C)C)=O)C1=CC(=CC=C1)NCCCCCO (tert-butyl 3-hydroxy-3-(3-(5-hydroxypentylamino)phenyl)propylcarbamate). Reagents/catalysts: O=[Mn]=O (MnO2). The product is OCCCCCNC=1C=C(C=CC1)C(CCNC(OC(C)(C)C)=O)=O (tert-butyl 3-(3-(5-hydroxypentylamino)phenyl)-3-oxopropylcarbamate). RXN SMILES: [OH:1][CH:2]([C:13]1[CH:18]=[CH:17][CH:16]=[C:15]([NH:19][CH2:20][CH2:21][CH2:22][CH2:23][CH2:24][OH:25])[CH:14]=1)[CH2:3][CH2:4][NH:5][C:6](=[O:12])[O:7][C:8]([CH3:11])([CH3:10])[CH3:9]>O=[Mn]=O>[OH:25][CH2:24][CH2:23][CH2:22][CH2:21][CH2:20][NH:19][C:15]1[CH:14]=[C:13]([C:2](=[O:1])[CH2:3][CH2:4][NH:5][C:6](=[O:12])[O:7][C:8]([CH3:9])([CH3:10])[CH3:11])[CH:18]=[CH:17][CH:16]=1. Procedure: MnO2 oxidation of tert-butyl 3-hydroxy-3-(3-(5-hydroxypentylamino)phenyl)propylcarbamate following the method used in Example 12 gives tert-butyl 3-(3-(5-hydroxypentylamino)phenyl)-3-oxopropylcarbamate. Starting materials: OCc1cc(Br)ccc1-c1ccc(Br)cc1CO, Br, C1CCOC1, CC(C)=O. Product: Brc1ccc2c(c1)COCc1cc(Br)ccc1-2. Reaction SMILES: [Br:7][c:8]1[cH:9][c:10]([CH2:23][OH:24])[c:11](-[c:14]2[c:15]([CH2:21][OH:22])[cH:16][c:17]([Br:20])[cH:18][cH:19]2)[cH:12][cH:13]1.[BrH:1].[CH2:2]1[O:3][CH2:4][CH2:5][CH2:6]1.[CH3:25][C:26](=[O:27])[CH3:28]>>[Br:7][c:8]1[cH:9][c:10]2[c:11]([cH:12][cH:13]1)-[c:14]1[c:15]([cH:16][c:17]([Br:20])[cH:18][cH:19]1)[CH2:21][O:24][CH2:23]2. The reactants are COCCOC, Cl, O=C(Nc1cc(C(F)(F)F)cc(C(F)(F)F)c1)c1cc(I)ccc1O, [Na+], [Na+], O=C([O-])[O-], OB(O)c1ccccc1, c1ccc(P(c2ccccc2)(c2ccccc2)[Pd](P(c2ccccc2)(c2ccccc2)c2ccccc2)(P(c2ccccc2)(c2ccccc2)c2ccccc2)P(c2ccccc2)(c2ccccc2)c2ccccc2)cc1. Product: O=C(Nc1cc(C(F)(F)F)cc(C(F)(F)F)c1)c1cc(-c2ccccc2)ccc1O. Reaction SMILES: [CH3:42][O:43][CH2:44][CH2:45][O:46][CH3:47].[ClH:41].[F:1][C:2]([c:3]1[cH:4][c:5]([NH:13][C:14]([c:15]2[c:16]([OH:22])[cH:17][cH:18][c:19]([I:21])[cH:20]2)=[O:23])[cH:6][c:7]([C:9]([F:10])([F:11])[F:12])[cH:8]1)([F:24])[F:25].[Na+:35].[Na+:36].[O-:37][C:38](=[O:39])[O-:40].[OH:26][B:27]([c:28]1[cH:29][cH:30][cH:31][cH:32][cH:33]1)[OH:34].[cH:48]1[cH:49][cH:50][c:51]([P:52]([Pd:53]([P:54]([c:55]2[cH:56][cH:57][cH:58][cH:59][cH:60]2)([c:61]2[cH:62][cH:63][cH:64][cH:65][cH:66]2)[c:67]2[cH:68][cH:69][cH:70][cH:71][cH:72]2)([P:73]([c:74]2[cH:75][cH:76][cH:77][cH:78][cH:79]2)([c:80]2[cH:81][cH:82][cH:83][cH:84][cH:85]2)[c:86]2[cH:87][cH:88][cH:89][cH:90][cH:91]2)[P:92]([c:93]2[cH:94][cH:95][cH:96][cH:97][cH:98]2)([c:99]2[cH:100][cH:101][cH:102][cH:103][cH:104]2)[c:105]2[cH:106][cH:107][cH:108][cH:109][cH:110]2)([c:111]2[cH:112][cH:113][cH:114][cH:115][cH:116]2)[c:117]2[cH:118][cH:119][cH:120][cH:121][cH:122]2)[cH:123][cH:124]1>>[F:1][C:2]([c:3]1[cH:4][c:5]([NH:13][C:14]([c:15]2[c:16]([OH:22])[cH:17][cH:18][c:19](-[c:28]3[cH:29][cH:30][cH:31][cH:32][cH:33]3)[cH:20]2)=[O:23])[cH:6][c:7]([C:9]([F:10])([F:11])[F:12])[cH:8]1)([F:24])[F:25]. Reactants: liquid, Liquid 4, C(CCCCCCCCC)(=O)O (decanoic acid). Solvent: CC(=O)C (acetone). Conditions: temperature -35 celsius. The product is C(C=CCCCCCCCCCCCCCCC)(=O)O (octadecenoic acid). RXN SMILES: [C:1]([OH:12])(=[O:11])[CH2:2][CH2:3][CH2:4][CH2:5][CH2:6][CH2:7][CH2:8][CH2:9][CH3:10]>CC(C)=O>[C:1]([OH:12])(=[O:11])[CH:2]=[CH:3][CH2:4][CH2:5][CH2:6][CH2:7][CH2:8][CH2:9][CH2:10][CH2:1][CH2:2][CH2:3][CH2:4][CH2:5][CH2:6][CH2:7][CH3:8]. Reported procedure: To a mixture containing 50 g of the liquid fraction 4 (Liquid 4) prepared in Comparative Example 4 and 50 g of decanoic acid, there was added 300 g of acetone to thus form a mixed solution and the resulting solution was cooled at −35° C. for 3 hour with stirring. Then the solution was fractionated into a solid phase and a liquid phase through filtration under reduced pressure, followed by the removal of the acetone from the solid and liquid phases through distillation to thus give 53 g of a soli... Reaction SMILES: [CH2:1]1[C:9]2[C:4](=[CH:5][C:6]([C:10]3(O)[CH2:13][O:12][CH2:11]3)=[CH:7][CH:8]=2)[CH2:3][NH:2]1.C(N(S(F)(F)[F:21])CC)C>C(#N)C.[N+](C)([O-])=O>[F:21][C:10]1([C:6]2[CH:5]=[C:4]3[C:9](=[CH:8][CH:7]=2)[CH2:1][NH:2][CH2:3]3)[CH2:13][O:12][CH2:11]1. Procedure details: To 0.58 mmol 3-(2,3-dihydro-1H-isoindol-5-yl)-oxetan-3-ol in 2 ml acetonitrile and 2 ml nitromethane at −60° C. was added 1.15 mmol diethylaminosulfur trifluoride and the mixture was allowed to warm to 0° C. over 30 min. The reaction mixture was re-cooled to −60° C. and quenched by addition of 5 ml saturated aq. sodium carbonate solution. The mixture was warmed to RT and diluted with THF and ethyl acetate, then washed sequentially with water and with brine. The organic phase was separated, dried... Solvent: C(C)#N (acetonitrile), [N+](=O)([O-])C (nitromethane). Product: FC1(COC1)C=1C=C2CNCC2=CC1 (5-(3-Fluoro-oxetan-3-yl)-2,3-dihydro-1H-isoindole). Run at temperature 0 celsius. The yield is 67.0%. Starting materials: C1NCC2=CC(=CC=C12)C1(COC1)O (3-(2,3-dihydro-1H-isoindol-5-yl)-oxetan-3-ol), C(C)N(CC)S(F)(F)F (diethylaminosulfur trifluoride). The solvent is CCOCC (ether). Procedure: A mixture of methyl(2,5-dichloro-1H-pyrrol-1-yl)acetate (0.5 g), in ether (3 cm3), and concentrated aqueous ammonia solution (3 cm3) was stirred at room temperature overnight in a stoppered flask. The precipitated crystalline product was collected by filtration and washed with ether to give 0.07 g of title compound. The ethereal washings were dried and evaporated. The crystalline residue was triturated with diisopropyl ether to give a further 0.13 g of title compound, m.p. 183°-4° C. The reactants are N (ammonia), COC(CN1C(=CC=C1Cl)Cl)=O (methyl(2,5-dichloro-1H-pyrrol-1-yl)acetate). Product: ClC=1N(C(=CC1)Cl)CC(=O)N ((2,5-Dichloro-1H-pyrrol-1-yl)acetamide). Reaction SMILES: C[O:2][C:3](=O)[CH2:4][N:5]1[C:9]([Cl:10])=[CH:8][CH:7]=[C:6]1[Cl:11].[NH3:13]>CCOCC>[Cl:11][C:6]1[N:5]([CH2:4][C:3]([NH2:13])=[O:2])[C:9]([Cl:10])=[CH:8][CH:7]=1.